From a dataset of the Open Reaction Database (ORD), a public repository of structured organic reaction records. describe an organic reaction: reactants, conditions, products, and yield As a reaction SMILES: [CH2:41]1[O:42][CH2:43][CH2:44][CH2:45]1.[CH3:39][OH:40].[ClH:38].[F:1][c:2]1[c:3]([NH:10][c:11]2[n:12][n:13][c:14]([C:16](=[O:17])[NH:18][c:19]3[cH:20][cH:21][c:22]([N:25]4[CH2:26][CH2:27][CH:28]([CH2:31][C:32](=[O:33])[O:34][CH3:35])[CH2:29][CH2:30]4)[n:23][cH:24]3)[o:15]2)[cH:4][c:5]([F:9])[c:6]([F:8])[cH:7]1.[Li+:36].[OH-:37]>>[ClH:38].[F:1][c:2]1[c:3]([NH:10][c:11]2[n:12][n:13][c:14]([C:16](=[O:17])[NH:18][c:19]3[cH:20][cH:21][c:22]([N:25]4[CH2:26][CH2:27][CH:28]([CH2:31][C:32](=[O:33])[OH:34])[CH2:29][CH2:30]4)[n:23][cH:24]3)[o:15]2)[cH:4][c:5]([F:9])[c:6]([F:8])[cH:7]1. Reactants: C1CCOC1, CO, Cl, COC(=O)CC1CCN(c2ccc(NC(=O)c3nnc(Nc4cc(F)c(F)cc4F)o3)cn2)CC1, [Li+], [OH-]. Yields the product Cl, O=C(O)CC1CCN(c2ccc(NC(=O)c3nnc(Nc4cc(F)c(F)cc4F)o3)cn2)CC1. Reactants: FC1=CC(=C(C2=CC=CC=C12)OCC1=CC=C(C=C1)C(F)(F)F)C(=O)OC (4-fluoro-1-[4-(trifluoromethyl)benzyloxy]-naphthalene-2-carboxylic acid, methyl ester), [OH-].[Na+] (sodium hydroxide), Cl (HCl). Run in C1CCOC1 (THF), CO (methanol), O (water). Run at time 11 hour. Yields the product FC1=CC(=C(C2=CC=CC=C12)OCC1=CC=C(C=C1)C(F)(F)F)C(=O)O (4-fluoro-1-[4-(trifluoromethyl)benzyloxy]naphthalene-2-carboxylic acid). The yield is 99.1%. RXN SMILES: [F:1][C:2]1[C:11]2[C:6](=[CH:7][CH:8]=[CH:9][CH:10]=2)[C:5]([O:12][CH2:13][C:14]2[CH:19]=[CH:18][C:17]([C:20]([F:23])([F:22])[F:21])=[CH:16][CH:15]=2)=[C:4]([C:24]([O:26]C)=[O:25])[CH:3]=1.[OH-].[Na+].Cl>C1COCC1.CO.O>[F:1][C:2]1[C:11]2[C:6](=[CH:7][CH:8]=[CH:9][CH:10]=2)[C:5]([O:12][CH2:13][C:14]2[CH:15]=[CH:16][C:17]([C:20]([F:23])([F:21])[F:22])=[CH:18][CH:19]=2)=[C:4]([C:24]([OH:26])=[O:25])[CH:3]=1 |f:1.2|. Reported procedure: To a stirred solution of 0.22 g of 4-fluoro-1-[4-(trifluoromethyl)benzyloxy]-naphthalene-2-carboxylic acid, methyl ester in 4.5 ml of THF and 0.86 ml of methanol was added 1.7 ml of 1M sodium hydroxide. The mixture was stirred at ambient temperature for 11 h. The mixture was diluted with water, acidified to pH 1-2 with 1M HCl, extracted twice with ethyl acetate, dried (sodium sulphate), filtered and concentrated to provide 0.21 g of 4-fluoro-1-[4-(trifluoromethyl)benzyloxy]naphthalene-2-carboxyl... Reactants: [OH-].[Na+] (sodium hydroxide), C(C)(C)(C)OC(=O)NC=1SC(=CN1)SC1=CC(=CC=C1)C(=O)OC (2-tert-butoxycarbonylamino-5-[(3-carbomethoxyphenyl)thio]thiazole). Run in CO.C1CCOC1 (methanol THF). Conditions: time 24 hour. The product is CC(C)(OC(=O)NC=1SC(=CN1)SC=1C=C(C(=O)O)C=CC1)C (3-[[2-[[(1,1-Dimethylethoxy)carbonyl]amino]thiazol-5-yl]thio]benzoic acid). As a reaction SMILES: [OH-].[Na+].[C:3]([O:7][C:8]([NH:10][C:11]1[S:12][C:13]([S:16][C:17]2[CH:22]=[CH:21][CH:20]=[C:19]([C:23]([O:25]C)=[O:24])[CH:18]=2)=[CH:14][N:15]=1)=[O:9])([CH3:6])([CH3:5])[CH3:4]>CO.C1COCC1>[CH3:5][C:3]([CH3:6])([O:7][C:8]([NH:10][C:11]1[S:12][C:13]([S:16][C:17]2[CH:18]=[C:19]([CH:20]=[CH:21][CH:22]=2)[C:23]([OH:25])=[O:24])=[CH:14][N:15]=1)=[O:9])[CH3:4] |f:0.1,3.4|. Reported procedure: A 1 N aqueous sodium hydroxide solution (50 mL, 50 mmol) was added dropwise to a stirred solution of 2-tert-butoxycarbonylamino-5-[(3-carbomethoxyphenyl)thio]thiazole (1.8 g, (contaminated with bis(tert-butoxycarbonyl)amino adduct)) in a methanol-THF mixture (160 mL, 3:1). The solution was stirred at rt. for 24 h and concentrated. The residue was acidified with 2 N aqueous HCl (30 mL) and the suspension was extracted with dichloromethane-methanol mixture (120 mL, 3:1, 2×). The combined organic e...